From a dataset of the Open Reaction Database (ORD), a public repository of structured organic reaction records. describe an organic reaction: reactants, conditions, products, and yield Starting materials: CC=1NC(CSC1)=O (5-methyl-2H-1,4-thiazin-3(4H)-one), ClC(=O)OCC(Cl)(Cl)Cl (2,2,2-trichloroethyl chloroformate), N1=CC=CC=C1 (pyridine). Reaction conditions: time 3 hour. Yields the product CC=1NC(CSC1C1C=CN(C=C1)C(=O)OCC(Cl)(Cl)Cl)=O (5-methyl-6-[1-(2,2,2-trichloroethoxycarbonyl)-1,4-dihydro-4-pyridinyl]-2H-1,4-thiazin-3(4H)-one). The yield is 31.5%. As a reaction SMILES: [CH3:1][C:2]1[NH:3][C:4](=[O:8])[CH2:5][S:6][CH:7]=1.Cl[C:10]([O:12][CH2:13][C:14]([Cl:17])([Cl:16])[Cl:15])=[O:11].[N:18]1[CH:23]=[CH:22][CH:21]=[CH:20][CH:19]=1>>[CH3:1][C:2]1[NH:3][C:4](=[O:8])[CH2:5][S:6][C:7]=1[CH:21]1[CH:22]=[CH:23][N:18]([C:10]([O:12][CH2:13][C:14]([Cl:17])([Cl:16])[Cl:15])=[O:11])[CH:19]=[CH:20]1. Reported procedure: To a solution of 5-methyl-2H-1,4-thiazin-3(4H)-one (1.5 g) in dry pyridine (20 ml), 2,2,2-trichloroethyl chloroformate (2.8 g) was added dropwise under ice bath temperature. The reaction mixture was stirred at room temperature for 3 hours. The solvent was removed under reduced pressure and the residue was extracted with chloroform. The extract was washed with 2N hydrochloric acid and water, and dried over anhydrous magnesium sulfate and chloroform was removed under reduced pressure. The residual...